describe an organic reaction: reactants, conditions, products, and yield From a dataset of the Open Reaction Database (ORD), a public repository of structured organic reaction records. Reactants: Cl.C(C1=CC=CC=C1)=NCCNS(=O)(=O)N(C)C (N-benzylidene-2-[N'-[(dimethylamino)sulfonyl]amino]ethylamine hydrochloride), [H][H] (hydrogen). The reagents and catalysts are [Pd] (Pd-C). Run in CO (methanol). Product: Cl.C(C1=CC=CC=C1)NCCNS(=O)(=O)N(C)C (N-Benzyl-2-[N'-[(dimethylamino)sulfonyl]amino]ethylamine Hydrochloride). Yield: 92.8%. Reaction SMILES: [ClH:1].[CH:2](=[N:9][CH2:10][CH2:11][NH:12][S:13]([N:16]([CH3:18])[CH3:17])(=[O:15])=[O:14])[C:3]1[CH:8]=[CH:7][CH:6]=[CH:5][CH:4]=1.[H][H]>CO.[Pd]>[ClH:1].[CH2:2]([NH:9][CH2:10][CH2:11][NH:12][S:13]([N:16]([CH3:18])[CH3:17])(=[O:15])=[O:14])[C:3]1[CH:4]=[CH:5][CH:6]=[CH:7][CH:8]=1 |f:0.1,5.6|. Procedure details: A solution of 3.0 g (0.011 mole) of N-benzylidene-2-[N'-[(dimethylamino)sulfonyl]amino]ethylamine hydrochloride in 100 ml of methanol was hydrogenated, at 40 psi, over 0.3 g of 10% Pd-C catalyst until hydrogen uptake ceased (20 min.). The mixture was filtered and concentrated under reduced pressure to provide 3.0 g of crude product. The NMR spectrum was consistent with the assigned structure and the crude product was utilized directly without further purification. Starting materials: C1(=CC=CC=C1)OC (Anisole), ClC1=C(C=C(C=C1N1CCN(CC1)C1COC1)C(F)F)NC1=NN2C(C(=N1)N(CC1=CC=C(C=C1)OC)C1CC1)=NC=C2C#N (2-((2-Chloro-5-(difluoromethyl)-3-(4-(oxetan-3-yl)piperazin-1-yl)phenyl)amino)-4-(cyclopropyl(4-methoxybenzyl)amino)imidazo[2,1-f][1,2,4]triazine-7-carbonitrile), C(=O)(C(F)(F)F)O (TFA). The solvent is ClCCCl (DCE). Conditions: temperature 40 celsius, time 8 hour. Yields the product ClC1=C(C=C(C=C1N1CCN(CC1)C1COC1)C(F)F)NC1=NN2C(C(=N1)NC1CC1)=NC=C2C#N (2-((2-chloro-5-(difluoromethyl)-3-(4-(oxetan-3-yl)piperazin-1-yl)phenyl)amino)-4-(cyclopropylamino)imidazo[2,1-f][1,2,4]triazine-7-carbonitrile). The yield is 26.2%. Reaction SMILES: [Cl:1][C:2]1[C:7]([N:8]2[CH2:13][CH2:12][N:11]([CH:14]3[CH2:17][O:16][CH2:15]3)[CH2:10][CH2:9]2)=[CH:6][C:5]([CH:18]([F:20])[F:19])=[CH:4][C:3]=1[NH:21][C:22]1[N:27]=[C:26]([N:28]([CH:38]2[CH2:40][CH2:39]2)CC2C=CC(OC)=CC=2)[C:25]2=[N:41][CH:42]=[C:43]([C:44]#[N:45])[N:24]2[N:23]=1.C1(OC)C=CC=CC=1.C(O)(C(F)(F)F)=O>ClCCCl>[Cl:1][C:2]1[C:7]([N:8]2[CH2:13][CH2:12][N:11]([CH:14]3[CH2:17][O:16][CH2:15]3)[CH2:10][CH2:9]2)=[CH:6][C:5]([CH:18]([F:19])[F:20])=[CH:4][C:3]=1[NH:21][C:22]1[N:27]=[C:26]([NH:28][CH:38]2[CH2:40][CH2:39]2)[C:25]2=[N:41][CH:42]=[C:43]([C:44]#[N:45])[N:24]2[N:23]=1. Procedure: 2-((2-Chloro-5-(difluoromethyl)-3-(4-(oxetan-3-yl)piperazin-1-yl)phenyl)amino)-4-(cyclopropyl(4-methoxybenzyl)amino)imidazo[2,1-f][1,2,4]triazine-7-carbonitrile (69 mg, 0.108 mmol) was dissolved in DCE (1 mL) at room temperature. Anisole (59.2 μl, 0.542 mmol) followed by 200 μL of TFA were added and the reaction was stirred at 40° C. overnight and concentrated. The residue was dissolved in MeOH and loaded onto a 1 g/6 mL Strata SCX ion exchange column, washing with CH3OH. The desired product was... Starting materials: ClC[C@@H]1OC(OC1)(C)C ((R)-4-(chloromethyl)-2,2-dimethyl-1,3-dioxolane), C([O-])([O-])=O.[Cs+].[Cs+] (cesium carbonate), O (water), IC1=C2C(=NC=C1)C=NN2 (7-Iodo-1H-pyrazolo[4,3-b]pyridine), ClC[C@@H]1OC(OC1)(C)C ((R)-4-(chloromethyl)-2,2-dimethyl-1,3-dioxolane), C([O-])([O-])=O.[Cs+].[Cs+] (cesium carbonate), ClC[C@@H]1OC(OC1)(C)C ((R)-4-(chloromethyl)-2,2-dimethyl-1,3-dioxolane), C([O-])([O-])=O.[Cs+].[Cs+] (cesium carbonate). Reported procedure: 7-Iodo-1H-pyrazolo[4,3-b]pyridine (50 mg, 0.204 mmol), (R)-4-(chloromethyl)-2,2-dimethyl-1,3-dioxolane (30.7 mg, 0.204 mmol), and cesium carbonate (133 mg, 0.408 mmol) in DMF (1.0 mL) was heated in a microwave at 80° C. for 15 minutes. Additional (R)-4-(chloromethyl)-2,2-dimethyl-1,3-dioxolane (61.4 mg, 0.204 mmol) and cesium carbonate (67 mg) was added the reaction was heated in microwave at 80° C. for 2 hour. Additional (R)-4-(chloromethyl)-2,2-dimethyl-1,3-dioxolane (30.7 mg, 0.204 mmol), tet... Product: CC1(OC[C@@H](O1)CN1N=CC2=NC=CC(=C21)I)C ((S)-1-((2,2-dimethyl-1,3-dioxolan-4-yl)methyl)-7-iodo-1H-pyrazolo[4,3-b]pyridine). Reagents/catalysts: [I-].C(CCC)[N+](CCCC)(CCCC)CCCC (tetrabutylammonium iodide). Reaction conditions: temperature 80 celsius, time 8 hour. Reaction SMILES: [I:1][C:2]1[CH:7]=[CH:6][N:5]=[C:4]2[CH:8]=[N:9][NH:10][C:3]=12.Cl[CH2:12][C@H:13]1[CH2:17][O:16][C:15]([CH3:19])([CH3:18])[O:14]1.C(=O)([O-])[O-].[Cs+].[Cs+].O>CN(C=O)C.[I-].C([N+](CCCC)(CCCC)CCCC)CCC>[CH3:18][C:15]1([CH3:19])[O:14][C@@H:13]([CH2:12][N:10]2[C:3]3[C:4](=[N:5][CH:6]=[CH:7][C:2]=3[I:1])[CH:8]=[N:9]2)[CH2:17][O:16]1 |f:2.3.4,7.8|. Solvent: CN(C)C=O (DMF). The reactants are COC1=CC=C(C(=O)C2=C(C(=O)O)C=CC(=C2)C)C=C1 (2-(4-methoxybenzoyl)-4-methylbenzoic acid), O.NN (hydrazine hydrate). Product: COC1=CC=C(C=C1)C1=NNC(C2=CC=C(C=C12)C)=O (4-(4-Methoxyphenyl)-6-methyl-2H-phthalazin-1-one). Reaction SMILES: [CH3:1][O:2][C:3]1[CH:20]=[CH:19][C:6]([C:7]([C:9]2[CH:17]=[C:16]([CH3:18])[CH:15]=[CH:14][C:10]=2[C:11](O)=[O:12])=O)=[CH:5][CH:4]=1.O.[NH2:22][NH2:23]>>[CH3:1][O:2][C:3]1[CH:20]=[CH:19][C:6]([C:7]2[C:9]3[C:10](=[CH:14][CH:15]=[C:16]([CH3:18])[CH:17]=3)[C:11](=[O:12])[NH:23][N:22]=2)=[CH:5][CH:4]=1 |f:1.2|. Procedure details: This compound is obtained according to the procedure described in 1.2. by reacting unpurified 2-(4-methoxybenzoyl)-4-methylbenzoic acid with hydrazine hydrate. Reactants: Cl (hydrogen chloride), COC1=CC(=NC=C1)C=1C=CC(=C(C1)NC(=S)N)C (N-(5-(4-methoxypyridin-2-yl)-2-methylphenyl)-thiourea), C(C)(=O)OCC (Ethyl acetate). The solvent is O1CCOCC1 (1,4-dioxane), ICC (iodoethane), CN(C=O)C (N,N-dimethylformamide). Conditions: time 5 hour. Product: Cl.Cl.COC1=CC(=NC=C1)C=1C=CC(=C(C1)NC(SCC)=N)C (N-(5-(4-methoxypyridin-2-yl)-2-methylphenyl)-S-ethylisothiourea dihydrochloride). As a reaction SMILES: [CH3:1][O:2][C:3]1[CH:8]=[CH:7][N:6]=[C:5]([C:9]2[CH:10]=[CH:11][C:12]([CH3:19])=[C:13]([NH:15][C:16]([NH2:18])=[S:17])[CH:14]=2)[CH:4]=1.[ClH:20].[C:21](OCC)(=O)[CH3:22]>CN(C)C=O.O1CCOCC1.ICC>[ClH:20].[ClH:20].[CH3:1][O:2][C:3]1[CH:8]=[CH:7][N:6]=[C:5]([C:9]2[CH:10]=[CH:11][C:12]([CH3:19])=[C:13]([NH:15][C:16](=[NH:18])[S:17][CH2:21][CH3:22])[CH:14]=2)[CH:4]=1 |f:6.7.8|. Procedure details: To a suspension of N-(5-(4-methoxypyridin-2-yl)-2-methylphenyl)-thiourea (0.15 g) in N,N-dimethylformamide (3 ml) were added a solution of hydrogen chloride in 1,4-dioxane (4N, 0.274 ml) and iodoethane (0.22 ml), and the mixture was stirred at ambient temperature for 5 hours. Ethyl acetate (100 ml) was added to the mixture, and the mixture was cooled. The precipitate was collected by filtration. The precipitate was dissolved in water, and to the solution was added a saturated aqueous sodium hydr... Starting materials: CCCCCCCCCCc1ccc(C(CO)(CO)NC(C)=O)cc1, COC(C)(C)OC, Cc1ccccc1S(=O)(=O)O, c1ccccc1. Product: CCCCCCCCCCc1ccc(C2(NC(C)=O)COC(C)(C)OC2)cc1. Reaction SMILES: [C:1]([CH3:2])(=[O:3])[NH:4][C:5]([CH2:6][OH:7])([CH2:8][OH:9])[c:10]1[cH:11][cH:12][c:13]([CH2:16][CH2:17][CH2:18][CH2:19][CH2:20][CH2:21][CH2:22][CH2:23][CH2:24][CH3:25])[cH:14][cH:15]1.[CH3:26][O:27][C:28]([CH3:29])([CH3:30])[O:31][CH3:32].[c:33]1([CH3:34])[c:35]([S:36]([OH:37])(=[O:38])=[O:39])[cH:40][cH:41][cH:42][cH:43]1.[cH:44]1[cH:45][cH:46][cH:47][cH:48][cH:49]1>>[C:1]([CH3:2])(=[O:3])[NH:4][C:5]1([c:10]2[cH:11][cH:12][c:13]([CH2:16][CH2:17][CH2:18][CH2:19][CH2:20][CH2:21][CH2:22][CH2:23][CH2:24][CH3:25])[cH:14][cH:15]2)[CH2:6][O:7][C:28]([CH3:29])([CH3:30])[O:9][CH2:8]1. Reactants: CO, Oc1cc(Cl)cc(Cl)c1, ClCCl, CN1CCN(C(=O)c2ccc(-c3cnc4c(c3)C(O)CCN4)cc2)CC1. Product: CN1CCN(C(=O)c2ccc(-c3cnc4c(c3)C(Oc3cc(Cl)cc(Cl)c3)CCN4)cc2)CC1. RXN SMILES: [CH3:36][OH:37].[Cl:27][c:28]1[cH:29][c:30]([OH:35])[cH:31][c:32]([Cl:34])[cH:33]1.[Cl:38][CH2:39][Cl:40].[OH:1][CH:2]1[c:3]2[cH:4][c:5](-[c:12]3[cH:13][cH:14][c:15]([C:18](=[O:19])[N:20]4[CH2:21][CH2:22][N:23]([CH3:26])[CH2:24][CH2:25]4)[cH:16][cH:17]3)[cH:6][n:7][c:8]2[NH:9][CH2:10][CH2:11]1>>[O:1]([CH:2]1[c:3]2[cH:4][c:5](-[c:12]3[cH:13][cH:14][c:15]([C:18](=[O:19])[N:20]4[CH2:21][CH2:22][N:23]([CH3:26])[CH2:24][CH2:25]4)[cH:16][cH:17]3)[cH:6][n:7][c:8]2[NH:9][CH2:10][CH2:11]1)[c:30]1[cH:29][c:28]([Cl:27])[cH:33][c:32]([Cl:34])[cH:31]1. Reaction SMILES: C(Cl)(=O)C(Cl)=O.[F:7][C:8]1[CH:13]=[CH:12][C:11]([S:14]([CH2:17][C:18]2[N:19]=[C:20]([C:24]3[CH:32]=[CH:31][C:27]([C:28](O)=[O:29])=[CH:26][CH:25]=3)[O:21][C:22]=2[CH3:23])(=[O:16])=[O:15])=[CH:10][CH:9]=1.[N:33]1[CH:38]=[CH:37][CH:36]=[C:35]([CH2:39][NH2:40])[CH:34]=1>>[F:7][C:8]1[CH:9]=[CH:10][C:11]([S:14]([CH2:17][C:18]2[N:19]=[C:20]([C:24]3[CH:32]=[CH:31][C:27]([C:28]([NH:40][CH2:39][C:35]4[CH:34]=[N:33][CH:38]=[CH:37][CH:36]=4)=[O:29])=[CH:26][CH:25]=3)[O:21][C:22]=2[CH3:23])(=[O:16])=[O:15])=[CH:12][CH:13]=1. Yields the product FC1=CC=C(C=C1)S(=O)(=O)CC=1N=C(OC1C)C1=CC=C(C(=O)NCC=2C=NC=CC2)C=C1 (4-(4-{[(4-Fluorophenyl)sulfonyl]methyl}-5-methyl-1,3-oxazol-2-yl)-N-(3-pyridinylmethyl)benzamide). Isolated yield 77.6%. The reactants are C(C(=O)Cl)(=O)Cl (oxalyl chloride), FC1=CC=C(C=C1)S(=O)(=O)CC=1N=C(OC1C)C1=CC=C(C(=O)O)C=C1 (4-(4-{[(4-Fluorophenyl)sulfonyl]methyl}-5-methyl-1,3-oxazol-2-yl)benzoic Acid), N1=CC(=CC=C1)CN (3-pyridinylmethylamine). Procedure details: Reaction of oxalyl chloride (118 λL, 1.35 mmol) and benzoic acid 47 (337 mg, 0.90 mmol) with subsequent coupling to 3-pyridinylmethylamine (101 λL, 0.99 mmol) gave benzamide 48 (325 mg, 78%) as a white powder: mp (EtOAc) 218-220° C.; 1H NMR δ 9.22 (t, J=5.9 Hz, 1H, CONH), 8.57 (d, J=1.6 Hz, 1H, H-2′), 8.47 (dd, J=4.7, 1.4 Hz, 1H, H-6′), 8.00 (d, J=8.5 Hz, 2H, H-2, H-6), 7.83-7.91 (m, 4H, H-3, H-5, H-2″, H-6″), 7.74 (br d, J=7.8 Hz, 1H, H-4′), 7.47 (br t, J=8.8 Hz, 2H, H-3″, H-5″), 7.36 (dd, J=8.... Reactants: BrC1=NC=C(C(=C1)C(C)=O)F (1-(2-bromo-5-fluoro-4-pyridinyl)ethanone), NN (hydrazine). Solvent: C(CO)O (ethylene glycol). Run at temperature 165 celsius, time 3.5 hour. Product: BrC=1C=C2C(=CN1)NN=C2C (5-Bromo-3-methyl-1H-pyrazolo[3,4-c]pyridine). Reaction SMILES: [Br:1][C:2]1[CH:7]=[C:6]([C:8](=O)[CH3:9])[C:5](F)=[CH:4][N:3]=1.[NH2:12][NH2:13]>C(O)CO>[Br:1][C:2]1[CH:7]=[C:6]2[C:8]([CH3:9])=[N:13][NH:12][C:5]2=[CH:4][N:3]=1. Procedure details: To a 150 mL sealed flask containing 50 mL dry ethylene glycol was dissolved 1-(2-bromo-5-fluoro-4-pyridinyl)ethanone (8.2 g, 37.6 mmol). Added dropwise via syringe next was anhydrous hydrazine (1.24 mL, 39.5 mmol). The stirred light yellow mixture was sealed, and heated at 165° C. After 3.5 h, the orange-tan reaction mixture was removed from heating. After cooling to room temperature, the contents were poured onto a stirring mixture of 300 g ice/water (1:1), wherein solid precipitation occurred....